Dataset: the Open Reaction Database (ORD), a public repository of structured organic reaction records. Task: describe an organic reaction: reactants, conditions, products, and yield The reactants are IC=1C=CC(=NC1)NC(C)C ((5-iodopyridin-2-yl)isopropylamine), C(C=C)O (prop-2-en-1-ol), C(O)([O-])=O.[Na+] (sodium hydrogen carbonate). The reagents and catalysts are [Cl-].C(CCC)[N+](CCCC)(CCCC)CCCC (tetrabutylammonium chloride), C(C)(=O)[O-].[Pd+2].C(C)(=O)[O-] (palladium (II) acetate). Solvent: O (water), CCOC(=O)C (EtOAc), CN(C)C=O (DMF). Conditions: temperature 50 celsius, time 20 hour. The product is C(C)(C)NC1=CC=C(C=N1)CCC=O (3-(6-isopropylaminopyridin-3-yl)propionaldehyde). RXN SMILES: I[C:2]1[CH:3]=[CH:4][C:5]([NH:8][CH:9]([CH3:11])[CH3:10])=[N:6][CH:7]=1.[CH2:12]([OH:15])[CH:13]=[CH2:14].C(=O)([O-])O.[Na+]>[Cl-].C([N+](CCCC)(CCCC)CCCC)CCC.CN(C=O)C.O.CCOC(C)=O.C([O-])(=O)C.[Pd+2].C([O-])(=O)C>[CH:9]([NH:8][C:5]1[N:6]=[CH:7][C:2]([CH2:14][CH2:13][CH:12]=[O:15])=[CH:3][CH:4]=1)([CH3:11])[CH3:10] |f:2.3,4.5,9.10.11|. Procedure: A mixture of 1.80 g (6.87 mmol) of (5-iodopyridin-2-yl)isopropylamine, 1.40 mL (10.7 mmol) of prop-2-en-1-ol, 1.39 g (16.49 mmol) of sodium hydrogen carbonate, 1.72 g (6.18 mmol) of tetrabutylammonium chloride, and 46 mg (0.20 mmol) of palladium (II) acetate in 10 mL of DMF was stirred under argon for 20 hours at 50° C. The reaction mixture was diluted with water and EtOAc, the organic phase was separated off, washed several times with water, and dried over magnesium sulfate. After the desiccant... The reactants are [N+](=O)([O-])C=1C=C(C=CC(=O)C2=CC=CC=C2)C=CC1 (3-nitrobenzylideneacetophenone), C(C)OC(CC(N)=N)=O (amidinoacetic acid ethyl ester). The solvent is C(C)O (ethanol), C(C)O (ethanol). Product: C(C)OC(=O)C1=C(NC(=CC1C1=CC(=CC=C1)[N+](=O)[O-])C1=CC=CC=C1)N (2-amino-6-phenyl-4-(3-nitrophenyl)-1,4-dihydropyridine-3-carboxylic acid ethyl ester). The yield is 71.0%. RXN SMILES: [N+:1]([C:4]1[CH:5]=[C:6]([CH:17]=[CH:18][CH:19]=1)[CH:7]=[CH:8][C:9]([C:11]1[CH:16]=[CH:15][CH:14]=[CH:13][CH:12]=1)=O)([O-:3])=[O:2].[CH2:20]([O:22][C:23](=[O:28])[CH2:24][C:25](=[NH:27])[NH2:26])[CH3:21]>C(O)C>[CH2:20]([O:22][C:23]([C:24]1[CH:7]([C:6]2[CH:17]=[CH:18][CH:19]=[C:4]([N+:1]([O-:3])=[O:2])[CH:5]=2)[CH:8]=[C:9]([C:11]2[CH:16]=[CH:15][CH:14]=[CH:13][CH:12]=2)[NH:26][C:25]=1[NH2:27])=[O:28])[CH3:21]. Procedure details: Upon boiling a solution of 25.3 g of 3-nitrobenzylideneacetophenone and 13.0 g of amidinoacetic acid ethyl ester in 250 ml of ethanol for 2 hours, 2-amino-6-phenyl-4-(3-nitrophenyl)-1,4-dihydropyridine-3-carboxylic acid ethyl ester of melting point 171°-172°C (ethanol) is obtained. Yield: 71 percent of theory. The reactants are C(C)[SiH](CC)CC (Triethylsilane), C(C1=CC=CC=C1)[C@@H]1N(C(OC1)=O)C([C@H]([C@@H](C1=CC=C(C=C1)O)O)OC1=CC=C(C=C1)C(C)C)=O ((S)-4-benzyl-3-[(2S,3R)-3-hydroxy-3-(4-hydroxyphenyl)-2-(4-isopropylphenoxy)propionyl]oxazolidine-2-one). The solvent is FC(C(=O)O)(F)F (trifluoroacetic acid). Conditions: time 18 hour. Product: C(C1=CC=CC=C1)[C@@H]1N(C(OC1)=O)C([C@H](CC1=CC=C(C=C1)O)OC1=CC=C(C=C1)C(C)C)=O ((S)-4-benzyl-3-[(S)-3-(4-hydroxyphenyl)-2-(4-isopropylphenoxy)propionyl]oxazolidine-2-one). The yield is 61.5%. RXN SMILES: C([SiH](CC)CC)C.[CH2:8]([C@H:15]1[CH2:19][O:18][C:17](=[O:20])[N:16]1[C:21](=[O:42])[C@@H:22]([O:32][C:33]1[CH:38]=[CH:37][C:36]([CH:39]([CH3:41])[CH3:40])=[CH:35][CH:34]=1)[C@H:23](O)[C:24]1[CH:29]=[CH:28][C:27]([OH:30])=[CH:26][CH:25]=1)[C:9]1[CH:14]=[CH:13][CH:12]=[CH:11][CH:10]=1>FC(F)(F)C(O)=O>[CH2:8]([C@H:15]1[CH2:19][O:18][C:17](=[O:20])[N:16]1[C:21](=[O:42])[C@@H:22]([O:32][C:33]1[CH:38]=[CH:37][C:36]([CH:39]([CH3:40])[CH3:41])=[CH:35][CH:34]=1)[CH2:23][C:24]1[CH:29]=[CH:28][C:27]([OH:30])=[CH:26][CH:25]=1)[C:9]1[CH:14]=[CH:13][CH:12]=[CH:11][CH:10]=1. Procedure: Triethylsilane (30.2 ml) was added to a solution of (S)-4-benzyl-3-[(2S,3R)-3-hydroxy-3-(4-hydroxyphenyl)-2-(4-isopropylphenoxy)propionyl]oxazolidine-2-one (18.0 g), which is the product of Reference example 29(c), in trifluoroacetic acid (150 ml) at ambient temperature. The mixture was stirred for 18 hours. The reaction mixture was concentrated under reduced pressure. The residue was partitioned between ethyl acetate and water and the layers were separated. The ethyl acetate layer was washed wi... Starting materials: ClC1=C(C=CC=C1)C1=NCC(NC2=C1C=C(C=C2)I)=O (5-(2-chlorophenyl)-7-iodo-1,3-dihydro-2H-1,4-benzodiazepin-2-one), CC(C)([O-])C.[K+] (potassium t-butoxide), C(C)(=O)NN (acetyl hydrazine), P(=O)(OCC)(OCC)Cl (Diethyl chlorophosphate). Run in O1CCCC1 (tetrahydrofuran), C(CCC)O (n-butanol). Conditions: time 30 minute. Product: ClC1=C(C=CC=C1)C1=NCC=2N(C3=C1C=C(C=C3)I)C(=NN2)C (6-(2-chlorophenyl)-8-iodo-1-methyl-4H-[1,2,4]triazolo[4,3-a][1,4]benzodiazepine). Yield: 48.9%. RXN SMILES: [Cl:1][C:2]1[CH:7]=[CH:6][CH:5]=[CH:4][C:3]=1[C:8]1[C:14]2[CH:15]=[C:16]([I:19])[CH:17]=[CH:18][C:13]=2[NH:12][C:11](=O)[CH2:10][N:9]=1.CC(C)([O-])C.[K+].P(Cl)(OCC)(OCC)=O.[C:36]([NH:39][NH2:40])(=O)[CH3:37]>O1CCCC1.C(O)CCC>[Cl:1][C:2]1[CH:7]=[CH:6][CH:5]=[CH:4][C:3]=1[C:8]1[C:14]2[CH:15]=[C:16]([I:19])[CH:17]=[CH:18][C:13]=2[N:12]2[C:36]([CH3:37])=[N:39][N:40]=[C:11]2[CH2:10][N:9]=1 |f:1.2|. Procedure details: A solution of 15.7 g (0.04 mol) of 5-(2-chlorophenyl)-7-iodo-1,3-dihydro-2H-1,4-benzodiazepin-2-one in 350 ml of tetrahydrofuran was cooled to -30° C. potassium t-butoxide. 4.9 g (0.044 mol) was added and stirring under nitrogen was continued for 30 minutes at -10° to -5° C. Diethyl chlorophosphate, 6.6 ml, was then added and the mixture was stirred at this temperature for another 30 minutes. Following the addition of 3.4 g of acetyl hydrazine, stirring without cooling was continued for 1 hour a... The reactants are C1(CCCCC1)NC(=O)OC1C(C(C2(CO2)CC1)C1(OC1CCO)C)OC (6-cyclohexylcarbamoyloxy-4-[3-(2-hydroxyethyl)-2-methyloxiranyl]-5-methoxy-1-oxaspiro[2,5]-octane), C(C)(=O)OC(C)=O (acetic anhydride), N1=CC=CC=C1 (pyridine). Reagents/catalysts: CN(C1=CC=NC=C1)C (4-dimethylaminopyridine). Run in ClCCl (dichloromethane), C(C)OCC (diethyl ether). Conditions: time 1.1 hour. Product: C(C)(=O)OCCC1C(O1)(C)C1C2(CO2)CCC(C1OC)OC(NC1CCCCC1)=O (4-[3-(2-acetoxyethyl)-2-methyloxiranyl]-6-cyclohexylcarbamoyloxy-5-methoxy-1-oxaspiro[2,5]octane). RXN SMILES: [CH:1]1([NH:7][C:8]([O:10][CH:11]2[CH2:18][CH2:17][C:14]3([O:16][CH2:15]3)[CH:13]([C:19]3([CH3:25])[CH:21]([CH2:22][CH2:23][OH:24])[O:20]3)[CH:12]2[O:26][CH3:27])=[O:9])[CH2:6][CH2:5][CH2:4][CH2:3][CH2:2]1.[C:28](OC(=O)C)(=[O:30])[CH3:29].N1C=CC=CC=1>CN(C)C1C=CN=CC=1.ClCCl.C(OCC)C>[C:28]([O:24][CH2:23][CH2:22][CH:21]1[O:20][C:19]1([CH:13]1[CH:12]([O:26][CH3:27])[CH:11]([O:10][C:8](=[O:9])[NH:7][CH:1]2[CH2:2][CH2:3][CH2:4][CH2:5][CH2:6]2)[CH2:18][CH2:17][C:14]21[O:16][CH2:15]2)[CH3:25])(=[O:30])[CH3:29]. Procedure details: A mixture of 6-cyclohexylcarbamoyloxy-4-[3-(2-hydroxyethyl)-2-methyloxiranyl]-5-methoxy-1-oxaspiro[2,5]-octane (5 mg), acetic anhydride (12 μl), pyridine (11 μl), and 4-dimethylaminopyridine (1 mg) in dichloromethane (1 ml) was stirred for 1.1 hours at ambient temperature. The mixture was diluted with diethyl ether and washed with brine (4×). The organic layer was dried and concentrated in vacuo. The residue was purified by column chromatography on silica gel to yield 4-[3-(2-acetoxyethyl)-2-met...